This data is from the Open Reaction Database (ORD), a public repository of structured organic reaction records. The task is: describe an organic reaction: reactants, conditions, products, and yield Reactants: C(#C)C1=C(CO)C=CC=C1 (2-ethynyl-benzyl alcohol), C[Si](C)(C)Cl (trimethylsilyl chloride). Solvent: diethyl ester, C(C)N(CC)CC (triethylamine). Conditions: time 4 hour. Product: C[Si](C)(C)OCC1=C(C=CC=C1)C#C (2-ethynylbenzyl trimethylsilyl ether). As a reaction SMILES: [C:1]([C:3]1[CH:10]=[CH:9][CH:8]=[CH:7][C:4]=1[CH2:5][OH:6])#[CH:2].[CH3:11][Si:12](Cl)([CH3:14])[CH3:13]>C(N(CC)CC)C>[CH3:11][Si:12]([O:6][CH2:5][C:4]1[CH:7]=[CH:8][CH:9]=[CH:10][C:3]=1[C:1]#[CH:2])([CH3:14])[CH3:13]. Procedure: 970 mg of 2-ethynyl-benzyl alcohol were dissolved in 50 ml of diethyl ester. 1.9 ml of triethylamine was added, followed by dropwise addition of 0.9 ml of trimethylsilyl chloride. The reaction mixture was stirred at room temperature for 4 hours, poured onto ice/5% aqueous sodium bicarbonate and extracted with ether. The oily residue obtained after drying and evaporation of the solvent was distilled to give 1.3 g of 2-ethynylbenzyl trimethylsilyl ether as a colourless oil, b.p. 85-89° C./0.8 mm. Reactants: O=C(Cc1ccc(C(=O)O)cc1)OCc1ccccc1, CC(C)(C)c1ccc(CCC(O)CC2CCCCC2)cc1NC(=O)CC1c2ccccc2Oc2ccccc21. Yields the product CC(C)(C)c1ccc(CCC(CC2CCCCC2)OC(=O)c2ccc(CC(=O)OCc3ccccc3)cc2)cc1NC(=O)CC1c2ccccc2Oc2ccccc21. As a reaction SMILES: [C:1](=[O:2])([OH:3])[c:4]1[cH:5][cH:6][c:7]([CH2:10][C:11](=[O:12])[O:13][CH2:14][c:15]2[cH:16][cH:17][cH:18][cH:19][cH:20]2)[cH:8][cH:9]1.[C:21]([CH3:22])([CH3:23])([CH3:24])[c:25]1[c:26]([NH:42][C:43]([CH2:44][CH:45]2[c:46]3[cH:47][cH:48][cH:49][cH:50][c:51]3[O:52][c:53]3[cH:54][cH:55][cH:56][cH:57][c:58]32)=[O:59])[cH:27][c:28]([CH2:31][CH2:32][CH:33]([CH2:34][CH:35]2[CH2:36][CH2:37][CH2:38][CH2:39][CH2:40]2)[OH:41])[cH:29][cH:30]1>>[C:1]([O:2][CH:33]([CH2:32][CH2:31][c:28]1[cH:27][c:26]([NH:42][C:43]([CH2:44][CH:45]2[c:46]3[cH:47][cH:48][cH:49][cH:50][c:51]3[O:52][c:53]3[cH:54][cH:55][cH:56][cH:57][c:58]32)=[O:59])[c:25]([C:21]([CH3:22])([CH3:23])[CH3:24])[cH:30][cH:29]1)[CH2:34][CH:35]1[CH2:36][CH2:37][CH2:38][CH2:39][CH2:40]1)(=[O:3])[c:4]1[cH:5][cH:6][c:7]([CH2:10][C:11](=[O:12])[O:13][CH2:14][c:15]2[cH:16][cH:17][cH:18][cH:19][cH:20]2)[cH:8][cH:9]1.